This data is from the Open Reaction Database (ORD), a public repository of structured organic reaction records. The task is: describe an organic reaction: reactants, conditions, products, and yield The reactants are C(CC)C=1NC2=CC(=CC=C2C1)C(=O)OC (methyl 2-propylindole-6-carboxylate), ClS(=O)(=O)N=C=O (chlorosulfonylisocyanate), resultant mixture, CN(C=O)C (N,N-dimethylformamide), O (water). Run in C(C)#N (acetonitrile), C(C)#N (acetonitrile), C(C)#N (acetonitrile). Run at temperature 0 celsius, time 30 minute. The product is C(#N)C1=C(NC2=CC(=CC=C12)C(=O)OC)CCC (methyl 3-cyano-2-propylindole-6-carboxylate). The yield is 52.7%. As a reaction SMILES: [CH2:1]([C:4]1[NH:5][C:6]2[C:11]([CH:12]=1)=[CH:10][CH:9]=[C:8]([C:13]([O:15][CH3:16])=[O:14])[CH:7]=2)[CH2:2][CH3:3].ClS([N:21]=[C:22]=O)(=O)=O.CN(C)C=O.O>C(#N)C>[C:22]([C:12]1[C:11]2[C:6](=[CH:7][C:8]([C:13]([O:15][CH3:16])=[O:14])=[CH:9][CH:10]=2)[NH:5][C:4]=1[CH2:1][CH2:2][CH3:3])#[N:21]. Procedure: To a stirred solution of methyl 2-propylindole-6-carboxylate (911 mg) in acetonitrile (15 ml) was added chlorosulfonylisocyanate (0.6 g) in acetonitrile (1.5 ml) at 0° C. The mixture was stirred at 0° C. for 30 minutes, then N,N-dimethylformamide (0.35 g) in acetonitrile (15 ml) was added at 0° C. The resultant mixture was stirred at 20° C. for 40 minutes, and then poured into water. The mixture was extracted with methylene chloride three times, and the combined organic phase was dried over sodi...